Dataset: the Open Reaction Database (ORD), a public repository of structured organic reaction records. Task: describe an organic reaction: reactants, conditions, products, and yield Starting materials: Cc1ncc(CN2C(=O)c3ccccc3C2=O)n1-c1ccc(Cl)cc1Cc1ccccc1F, CC(=O)O, O=[Cr](=O)(O)O, O=[Cr](=O)=O, O, O=S(=O)(O)O. The product is Cc1ncc(CN2C(=O)c3ccccc3C2=O)n1-c1ccc(Cl)cc1C(=O)c1ccccc1F. Reaction SMILES: [CH3:1][c:2]1[n:3](-[c:19]2[c:20]([CH2:26][c:27]3[c:28]([F:33])[cH:29][cH:30][cH:31][cH:32]3)[cH:21][c:22]([Cl:25])[cH:23][cH:24]2)[c:4]([CH2:7][N:8]2[C:9](=[O:18])[c:10]3[cH:11][cH:12][cH:13][cH:14][c:15]3[C:16]2=[O:17])[cH:5][n:6]1.[CH3:48][C:49](=[O:50])[OH:51].[Cr:34](=[O:35])([OH:36])([OH:37])=[O:38].[O:39]=[Cr:40](=[O:41])=[O:42].[OH2:52].[S:43](=[O:44])(=[O:45])([OH:46])[OH:47]>>[CH3:1][c:2]1[n:3](-[c:19]2[c:20]([C:26]([c:27]3[c:28]([F:33])[cH:29][cH:30][cH:31][cH:32]3)=[O:35])[cH:21][c:22]([Cl:25])[cH:23][cH:24]2)[c:4]([CH2:7][N:8]2[C:9](=[O:18])[c:10]3[cH:11][cH:12][cH:13][cH:14][c:15]3[C:16]2=[O:17])[cH:5][n:6]1. The reactants are Cl, Cl, Cl, NC1CCC(CCN2CCN(c3nccc4c3CCO4)CC2)CC1, CCOC(=O)CC1(O)CCC1. The product is O=C(CC1(O)CCC1)NC1CCC(CCN2CCN(c3nccc4c3CCO4)CC2)CC1. RXN SMILES: [ClH:1].[ClH:2].[ClH:3].[O:4]1[CH2:5][CH2:6][c:7]2[c:8]([N:13]3[CH2:14][CH2:15][N:16]([CH2:19][CH2:20][CH:21]4[CH2:22][CH2:23][CH:24]([NH2:27])[CH2:25][CH2:26]4)[CH2:17][CH2:18]3)[n:9][cH:10][cH:11][c:12]21.[OH:28][C:29]1([CH2:33][C:34](=[O:35])[O:36][CH2:37][CH3:38])[CH2:30][CH2:31][CH2:32]1>>[O:4]1[CH2:5][CH2:6][c:7]2[c:8]([N:13]3[CH2:14][CH2:15][N:16]([CH2:19][CH2:20][CH:21]4[CH2:22][CH2:23][CH:24]([NH:27][C:34]([CH2:33][C:29]5([OH:28])[CH2:30][CH2:31][CH2:32]5)=[O:35])[CH2:25][CH2:26]4)[CH2:17][CH2:18]3)[n:9][cH:10][cH:11][c:12]21.